This data is from the Open Reaction Database (ORD), a public repository of structured organic reaction records. The task is: describe an organic reaction: reactants, conditions, products, and yield Starting materials: ClC1=C(C=O)C=C(C(=C1)OC)OC (2-chloro-4,5-dimethoxy-benzaldehyde), ClCCl (dichloromethane), [Cl-].[Cl-].[Cl-].[Al+3] (aluminum trichloride). Solvent: O (water). Reaction conditions: time 8 hour. Yields the product ClC1=C(C=O)C=C(C(=C1)O)OC (2-chloro-4-hydroxy-5-methoxy-benzaldehyde). RXN SMILES: [Cl:1][C:2]1[CH:9]=[C:8]([O:10]C)[C:7]([O:12][CH3:13])=[CH:6][C:3]=1[CH:4]=[O:5].ClCCl.[Cl-].[Cl-].[Cl-].[Al+3]>O>[Cl:1][C:2]1[CH:9]=[C:8]([OH:10])[C:7]([O:12][CH3:13])=[CH:6][C:3]=1[CH:4]=[O:5] |f:2.3.4.5|. Procedure: 2-Chloro-4,5-dimethoxy-benzaldehyde (135, 2.00 g, 0.00997 mol), dichloromethane (73.44 mL) and aluminum trichloride (2.50 g, 0.0187 mol) were combined under an atmosphere of nitrogen. The reaction was stirred at room temperature overnight. The reaction was poured into water and extracted with ethyl acetate. The organic layer was dried over anhydrous sodium sulfate and filtered. The filtrate was concentrated and washed with 5% ethyl acetate in hexane to provide an off-white solid (136, 757 mg, 41... Starting materials: C(C1=CC=CC=C1)OC1=C(C=C(C=C1)C(C)=O)C (1-[4-(benzyloxy)-3-methylphenyl]ethanone), C(C1=CC=CC=C1)OC1=C(C=C(C=C1)C(C)=O)C (1-[4-(benzyloxy)-3-methylphenyl]ethanone), C(C)(C)[N-]C(C)C.[Li+] (lithium diisopropylamide), CC=1N=C(SC1C=O)C1=CC=C(C=C1)C(F)(F)F (4-methyl-2-[4-(trifluoromethyl)phenyl]-1,3-thiazole-5-carbaldehyde), CC=1N=C(SC1C=O)C1=CC=C(C=C1)C(F)(F)F (4-methyl-2-[4-(trifluoromethyl)phenyl]-1,3-thiazole-5-carbaldehyde), C=1(C(=CC=CC1)S(=O)(=O)O)C (toluenesulphonic acid). The solvent is O1CCCC1 (tetrahydrofuran), O1CCCC1 (tetrahydrofuran), O1CCCC1 (tetrahydrofuran), C(C)(=O)O (Acetic acid). Run at temperature 0 celsius, time 2 hour. Product: C(C1=CC=CC=C1)OC1=C(C=C(C=C1)C(C=CC1=C(N=C(S1)C1=CC=C(C=C1)C(F)(F)F)C)=O)C (1-[4-(benzyloxy)-3-methylphenyl]-3-{4-methyl-2-[4-(trifluoromethyl)phenyl]-1,3-thiazol-5-yl}prop-2-en-1-one). RXN SMILES: [CH2:1]([O:8][C:9]1[CH:14]=[CH:13][C:12]([C:15](=[O:17])[CH3:16])=[CH:11][C:10]=1[CH3:18])[C:2]1[CH:7]=[CH:6][CH:5]=[CH:4][CH:3]=1.C([N-]C(C)C)(C)C.[Li+].[CH3:27][C:28]1[N:29]=[C:30]([C:35]2[CH:40]=[CH:39][C:38]([C:41]([F:44])([F:43])[F:42])=[CH:37][CH:36]=2)[S:31][C:32]=1[CH:33]=O.C1(C)C(S(O)(=O)=O)=CC=CC=1>O1CCCC1.C(O)(=O)C>[CH2:1]([O:8][C:9]1[CH:14]=[CH:13][C:12]([C:15](=[O:17])[CH:16]=[CH:33][C:32]2[S:31][C:30]([C:35]3[CH:36]=[CH:37][C:38]([C:41]([F:44])([F:42])[F:43])=[CH:39][CH:40]=3)=[N:29][C:28]=2[CH3:27])=[CH:11][C:10]=1[CH3:18])[C:2]1[CH:3]=[CH:4][CH:5]=[CH:6][CH:7]=1 |f:1.2|. Procedure: A mixture of 1-[4-(benzyloxy)-3-methylphenyl]ethanone (intermediate 8, 1.15 g) in dry tetrahydrofuran (15 ml) at −78° C. was treated dropwise with lithium diisopropylamide (2.6 ml of 2M solution in heptane/tetrahydrofuran/ethylbenzene) under nitrogen. The reaction mixture was warmed to 0° C. for 30 minutes. The mixture was cooled to −78° C. and 4-methyl-2-[4-(trifluoromethyl)phenyl]-1,3-thiazole-5-carbaldehyde (intermediate 2, 1.08 g) in dry tetrahydrofuran (15 ml) was added drop-wise at −78° C.... Starting materials: O[C@@H]1C(OC2=C([C@H]1OC1=CC(CC1)=O)C=C(C=C2)C#N)(C)C (trans-3,4-dihydro-3-hydroxy-2,2-dimethyl-4-(3-oxo-1-cyclopent-1-enyloxy)-2H-1-benzopyran-6-carbonitrile), [H-].[Na+] (sodium hydrid), NC1=CC(CC1)=O (3-amino-cyclopent-2-en-1-one). The solvent is CS(=O)C (dimethylsulfoxide). Run at time 21 hour. The product is O[C@@H]1C(OC2=C([C@H]1NC1=CC(CC1)=O)C=C(C=C2)C#N)(C)C (trans-3,4-dihydro-3-hydroxy-2,2-dimethyl-4-(3-oxo-1-cyclopent-1-enylamino)-2H-1-benzopyran-6-carbonitrile). As a reaction SMILES: [OH:1][C@H:2]1[C@H:7](OC2CCC(=O)C=2)[C:6]2[CH:15]=[C:16]([C:19]#[N:20])[CH:17]=[CH:18][C:5]=2[O:4][C:3]1([CH3:22])[CH3:21].[H-].[Na+].[NH2:25][C:26]1[CH2:30][CH2:29][C:28](=[O:31])[CH:27]=1>CS(C)=O>[OH:1][C@H:2]1[C@H:7]([NH:25][C:26]2[CH2:30][CH2:29][C:28](=[O:31])[CH:27]=2)[C:6]2[CH:15]=[C:16]([C:19]#[N:20])[CH:17]=[CH:18][C:5]=2[O:4][C:3]1([CH3:21])[CH3:22] |f:1.2|. Procedure details: 2.41 g of the epoxide of example 1 were solved in 36 ml of dimethylsulfoxide under a protective gas, and 360 mg of sodium hydrid were added. To this stirred suspension was added 1.71 g of 3-amino-cyclopent-2-en-1-one (Chem. Ber. 103, 2403 [1970]) in portions. After 21 hours, the reaction solution was worked up in an aqueous manner and extracted with ethyl acetate. The usual further processing and recrystallisation of the product obtained from ethyl acetate yielded white crystals having a m.p. of...